Dataset: the Open Reaction Database (ORD), a public repository of structured organic reaction records. Task: describe an organic reaction: reactants, conditions, products, and yield Run in C(C)(=O)OCC (ethyl acetate), C1CCOC1 (THF), C1CCOC1 (THF), C(C)(=O)O (acetic acid). Starting materials: C(C)(C)OC1=CC(=NC(=C1C(=O)N)C)OC(C)C (4,6-diisopropoxy-2-methyl-nicotinamide), [Li]CCCC (n-BuLi), hexanes, C(C1=CC=CC=C1)OC1=C(C=C(C#N)C=C1C)C (4-benzyloxy-3,5-dimethyl-benzonitrile), O (Water). Run at time 2 hour. The yield is 17.9%. Product: C(C1=CC=CC=C1)OC1=C(C=C(C=C1C)C=1NC(C=2C(=CC(=NC2C1)OC(C)C)OC(C)C)=O)C (7-(4-benzyloxy-3,5-dimethyl-phenyl)-2,4-diisopropoxy-6H[1,6]naphthyridin-5-one). Reaction SMILES: [CH:1]([O:4][C:5]1[C:10]([C:11]([NH2:13])=[O:12])=[C:9]([CH3:14])[N:8]=[C:7]([O:15][CH:16]([CH3:18])[CH3:17])[CH:6]=1)([CH3:3])[CH3:2].[Li]CCCC.[CH2:24]([O:31][C:32]1[C:39]([CH3:40])=[CH:38][C:35]([C:36]#N)=[CH:34][C:33]=1[CH3:41])[C:25]1[CH:30]=[CH:29][CH:28]=[CH:27][CH:26]=1.O>C1COCC1.C(OCC)(=O)C.C(O)(=O)C>[CH2:24]([O:31][C:32]1[C:33]([CH3:41])=[CH:34][C:35]([C:36]2[NH:13][C:11](=[O:12])[C:10]3[C:5]([O:4][CH:1]([CH3:3])[CH3:2])=[CH:6][C:7]([O:15][CH:16]([CH3:18])[CH3:17])=[N:8][C:9]=3[CH:14]=2)=[CH:38][C:39]=1[CH3:40])[C:25]1[CH:26]=[CH:27][CH:28]=[CH:29][CH:30]=1. Procedure: Malonic acid (5.27 g, 51 mmol), 2,4,6-trichlorophenol (20 g, 100 mmol) and phosphorus oxychloride (17.17 g, 112 mmol) were stirred under nitrogen atmosphere at reflux for 12 h. The reaction mixture was cooled to 70° C. and poured into ice water. The formed precipitate was collected, washed with water and dried under vacuum to provide the desired malonic acid bis-(2,4,6-trichloro-phenyl)ester as a white solid (23.37 g, quantitative yield). To a mixture of malonic acid bis-(2,4,6-trichloro-phenyl)... Reactants: ClCCl, CCCC(C)(c1ccccc1)c1cc(O)c2c(c1)OC(C)(C)C1=C2CCC1, C(=NC1CCCCC1)=NC1CCCCC1, Cl, O=C(O)CCCN1CCOCC1. The product is CCCC(C)(c1ccccc1)c1cc(OC(=O)CCCN2CCOCC2)c2c(c1)OC(C)(C)C1=C2CCC1, Cl. As a reaction SMILES: [CH2:56]([Cl:57])[Cl:58].[CH3:1][C:2]1([CH3:27])[O:3][c:4]2[c:5]([c:11]([OH:26])[cH:12][c:13]([C:15]([CH2:16][CH2:17][CH3:18])([CH3:19])[c:20]3[cH:21][cH:22][cH:23][cH:24][cH:25]3)[cH:14]2)[C:6]2=[C:7]1[CH2:8][CH2:9][CH2:10]2.[CH:41]1([N:42]=[C:43]=[N:44][CH:45]2[CH2:46][CH2:47][CH2:48][CH2:49][CH2:50]2)[CH2:51][CH2:52][CH2:53][CH2:54][CH2:55]1.[ClH:28].[O:29]1[CH2:30][CH2:31][N:32]([CH2:35][CH2:36][CH2:37][C:38](=[O:39])[OH:40])[CH2:33][CH2:34]1>>[CH3:1][C:2]1([CH3:27])[O:3][c:4]2[c:5]([c:11]([O:26][C:38]([CH2:37][CH2:36][CH2:35][N:32]3[CH2:31][CH2:30][O:29][CH2:34][CH2:33]3)=[O:39])[cH:12][c:13]([C:15]([CH2:16][CH2:17][CH3:18])([CH3:19])[c:20]3[cH:21][cH:22][cH:23][cH:24][cH:25]3)[cH:14]2)[C:6]2=[C:7]1[CH2:8][CH2:9][CH2:10]2.[ClH:28]. Reactants: [H-].[Na+] (sodium hydride), oil, ClC1=CC(=C(C2=C1C(C(O2)(C)C)=O)N=C=O)Cl (4,6-dichloro-2,3-dihydro-2,2-dimethyl-benzofuran-3-on-7-yl isocyanate), N\C(=C/C(=O)OCC)\C(F)(F)F (ethyl 3-amino-4,4,4-trifluorocrotonate), [H-].[Na+] (sodium hydride). Run in O (water), O1CCCC1 (tetrahydrofuran), O1CCCC1 (tetrahydrofuran). Conditions: time 30 minute. Yields the product ClC1=CC(=C(C2=C1C(C(O2)(C)C)=O)N2C(NC(=CC2=O)C(F)(F)F)=O)Cl (3-(4,6-dichloro-2,3-dihydro-2,2-dimethylbenzofuran-3-on-7-yl)-6-trifluoromethyluracil). Yield: 72.3%. As a reaction SMILES: [H-].[Na+].[NH2:3]/[C:4](/[C:11]([F:14])([F:13])[F:12])=[CH:5]\[C:6]([O:8]CC)=O.[Cl:15][C:16]1[C:21]2[C:22](=[O:27])[C:23]([CH3:26])([CH3:25])[O:24][C:20]=2[C:19]([N:28]=[C:29]=[O:30])=[C:18]([Cl:31])[CH:17]=1>O1CCCC1.O>[Cl:15][C:16]1[C:21]2[C:22](=[O:27])[C:23]([CH3:26])([CH3:25])[O:24][C:20]=2[C:19]([N:28]2[C:6](=[O:8])[CH:5]=[C:4]([C:11]([F:12])([F:13])[F:14])[NH:3][C:29]2=[O:30])=[C:18]([Cl:31])[CH:17]=1 |f:0.1|. Procedure: A 60% dispersion of sodium hydride in mineral oil (0.78 g, 0.019 mole) was placed in a flask, and the mineral oil was removed from it with two heptane washes. The sodium hydride was suspended in 40 mL of dry tetrahydrofuran, and this suspension was cooled to 0°-10° C. A solution of 2.96 g (0.0162 mole) of ethyl 3-amino-4,4,4-trifluorocrotonate in 5 mL of dry tetrahydrofuran was added dropwise to the suspension of sodium hydride. This mixture was then stirred at ambient temperature for 30 minutes... Reactants: CCS, C1CCOC1, CCOC(=O)c1cc(F)c(Cl)nc1Cl, [H-], [Na+], O. Product: CCOC(=O)c1cc(F)c(SCC)nc1Cl. RXN SMILES: [CH2:1]([CH3:2])[SH:3].[CH2:21]1[O:22][CH2:23][CH2:24][CH2:25]1.[CH2:6]([CH3:7])[O:8][C:9]([c:10]1[c:11]([Cl:18])[n:12][c:13]([Cl:17])[c:14]([F:16])[cH:15]1)=[O:19].[H-:5].[Na+:4].[OH2:20]>>[CH2:1]([CH3:2])[S:3][c:13]1[n:12][c:11]([Cl:18])[c:10]([C:9]([O:8][CH2:6][CH3:7])=[O:19])[cH:15][c:14]1[F:16]. Reactants: CC(C)(C)OC(=O)C1N(S(=O)(=O)c2ccc3c4c(oc3c2)CCCCCC4)CCSC1(C)C, O=C(O)C(F)(F)F. Product: CC1(C)SCCN(S(=O)(=O)c2ccc3c4c(oc3c2)CCCCCC4)C1C(=O)O. RXN SMILES: [CH3:1][C:2]([CH3:3])([CH3:4])[O:5][C:6](=[O:7])[CH:8]1[C:9]([CH3:32])([CH3:33])[S:10][CH2:11][CH2:12][N:13]1[S:14](=[O:15])(=[O:16])[c:17]1[cH:18][c:19]2[o:20][c:21]3[c:22]([c:23]2[cH:24][cH:25]1)[CH2:26][CH2:27][CH2:28][CH2:29][CH2:30][CH2:31]3.[OH:34][C:35]([C:36]([F:37])([F:38])[F:39])=[O:40]>>[O:5]=[C:6]([OH:7])[CH:8]1[C:9]([CH3:32])([CH3:33])[S:10][CH2:11][CH2:12][N:13]1[S:14](=[O:15])(=[O:16])[c:17]1[cH:18][c:19]2[o:20][c:21]3[c:22]([c:23]2[cH:24][cH:25]1)[CH2:26][CH2:27][CH2:28][CH2:29][CH2:30][CH2:31]3. Reactants: Br.BrCC(=O)C1=C(N=C2SC=CN21)C (2-bromo-1-(6-methylimidazo[2,1-b]thiazol-5-yl)ethanone hydrobromide), C(C)OC1=CC=C(C=C1)NC(=S)N ((p-ethoxyphenyl)thiourea). Run in C(C)O (ethanol). Run at time 20 hour. Product: Br.O(CC)C1=CC=C(C=C1)NC=1SC=C(N1)C1=C(N=C2SC=CN21)C (2-(4-ethoxylphenyl)amino-4-(6-methylimidazo[2,1-b]thiazol-5-yl)-thiazole monohydrobromide). Reaction SMILES: Br.[Br:2][CH2:3][C:4]([C:6]1[N:13]2[C:9]([S:10][CH:11]=[CH:12]2)=[N:8][C:7]=1[CH3:14])=O.[CH2:15]([O:17][C:18]1[CH:23]=[CH:22][C:21]([NH:24][C:25]([NH2:27])=[S:26])=[CH:20][CH:19]=1)[CH3:16]>C(O)C>[BrH:2].[O:17]([C:18]1[CH:23]=[CH:22][C:21]([NH:24][C:25]2[S:26][CH:3]=[C:4]([C:6]3[N:13]4[C:9]([S:10][CH:11]=[CH:12]4)=[N:8][C:7]=3[CH3:14])[N:27]=2)=[CH:20][CH:19]=1)[CH2:15][CH3:16] |f:0.1,4.5|. Reported procedure: A mixture of 2-bromo-1-(6-methylimidazo[2,1-b]thiazol-5-yl)ethanone hydrobromide (18) (2.20 g, 6.5 mmol) and (p-ethoxyphenyl)thiourea (10) (1.30 g, 6.5 mmol) in 40 mL of anhydrous ethanol was refluxed under stirring for 20 h, and then cooled to room temperature. The solid was filtered. The crude white solid product was re-crystallized from methanol. The methanol solution was filtered while still hot to remove possible dust, and then heated into solution. It was re-crystallized two more times fro... Starting materials: resultant mixture, O=O (oxygen), C12C(CCC(C1(C)C)C2)C (pinane), ON1C(C=2C(C1=O)=CC=CC2)=O (N-hydroxyphthalimide), Co(AA)2, C12C(CCC(C1(C)C)C2)C (Pinane). Solvent: C(C)#N (acetonitrile). Yields the product C12C(CCC(C1(C)C)C2)(C)O (2-pinanol). Yield: 82.0%. RXN SMILES: [CH:1]12[CH2:9][CH:5]([C:6]1([CH3:8])[CH3:7])[CH2:4][CH2:3][CH:2]2[CH3:10].[OH:11]N1C(=O)C2=CC=CC=C2C1=O.O=O>C(#N)C>[CH:1]12[CH2:9][CH:5]([C:6]1([CH3:8])[CH3:7])[CH2:4][CH2:3][C:2]2([OH:11])[CH3:10]. Procedure: To 25 milliliters of acetonitrile were added 1.38 grams (10 millimoles) of pinane, 0.13 gram (0.8 millimole) of N-hydroxyphthalimide and 0.015 gram (0.06 millimole) of Co(AA)2, and the resultant mixture was stirred in an oxygen atmosphere at a temperature of 100° C. for six hours. Pinane was transformed into 2-pinanol (selectivity for pinane 91%, yield 82%) with a transformation rate of 90%.